From a dataset of the Open Reaction Database (ORD), a public repository of structured organic reaction records. describe an organic reaction: reactants, conditions, products, and yield Starting materials: C1COCCO1, Cc1cc(C2=CC3CN(C(=O)OC(C)(C)C)CC3C2)on1, CCOCC, CCOC(C)=O, Cl. Yields the product Cc1cc(C2=CC3CNCC3C2)on1, Cl. RXN SMILES: [CH2:34]1[O:35][CH2:36][CH2:37][O:38][CH2:39]1.[CH3:1][c:2]1[n:3][o:4][c:5]([C:7]2=[CH:21][CH:10]3[CH:9]([CH2:8]2)[CH2:13][N:12]([C:14]([O:15][C:16]([CH3:17])([CH3:18])[CH3:19])=[O:20])[CH2:11]3)[cH:6]1.[CH3:23][CH2:24][O:25][CH2:26][CH3:27].[CH3:28][CH2:29][O:30][C:31](=[O:32])[CH3:33].[ClH:22]>>[CH3:1][c:2]1[n:3][o:4][c:5]([C:7]2=[CH:21][CH:10]3[CH:9]([CH2:8]2)[CH2:13][NH:12][CH2:11]3)[cH:6]1.[ClH:22]. The reactants are C1(\C=C/C(=O)O1)=O (maleic anhydride), NCCCCCCN (hexamethylenediamine), CC(=O)C (acetone), CC(=O)C (acetone), O.O.O.O.O.O.[Cl-].[Mg+2].[Cl-] (Magnesium chloride hexahydrate), C(C)(=O)OC(C)=O (acetic anhydride). Solvent: O (Water), C(C)N(CC)CC (triethylamine). Run at temperature 50 celsius. The product is C1(C=CC(N1CCCCCCN1C(C=CC1=O)=O)=O)=O (N,N'-hexamethylenedimaleimide). The yield is 22.0%. RXN SMILES: [C:1]1(=[O:7])O[C:4](=[O:5])[CH:3]=[CH:2]1.[NH2:8][CH2:9][CH2:10][CH2:11][CH2:12][CH2:13][CH2:14][NH2:15].O.O.O.O.O.O.[Cl-].[Mg+2].[Cl-].C(O[C:29](=[O:31])[CH3:30])(=O)C.[CH3:32][C:33](C)=[O:34]>O.C(N(CC)CC)C>[C:33]1(=[O:34])[N:8]([CH2:9][CH2:10][CH2:11][CH2:12][CH2:13][CH2:14][N:15]2[C:1](=[O:7])[CH:2]=[CH:3][C:4]2=[O:5])[C:29](=[O:31])[CH:30]=[CH:32]1 |f:2.3.4.5.6.7.8.9.10|. Procedure details: A flask was equipped as in Example 1. To a solution of maleic anhydride (1.8 parts) in 5.2 parts acetone was added a solution of 1 part hexamethylenediamine, 0.3 part triethylamine and 1.5 parts acetone over a 30-minute period. The resulting heterogeneous reaction mixture was maintained at 40°-50° C. for 30 minutes. Magnesium chloride hexahydrate (0.075 part) and 2.3 parts acetic anhydride were added all at once. The reaction mixture was maintained at 50° C. for 3 hours. Water (11 parts) was add... The product is C(C)(C)(C)C=1C=C(C=C(C1O)C(C)(C)C)CCC(=O)NN1C(C(CC1=O)CCCCCCCCCCCC)=O (N-[3-(3,5-di-t-butyl-4-hydroxyphenyl)propanamido]-2-dodecylsuccinimide). RXN SMILES: [CH2:1]([CH:13]1[CH2:18][C:17](=[O:19])[O:16][C:14]1=O)[CH2:2][CH2:3][CH2:4][CH2:5][CH2:6][CH2:7][CH2:8][CH2:9][CH2:10][CH2:11][CH3:12].[C:20]([C:24]1[CH:25]=[C:26]([CH2:35][CH2:36][C:37]([NH:39][NH2:40])=[O:38])[CH:27]=[C:28]([C:31]([CH3:34])([CH3:33])[CH3:32])[C:29]=1[OH:30])([CH3:23])([CH3:22])[CH3:21].C1(C)C=CC=CC=1>O>[C:31]([C:28]1[CH:27]=[C:26]([CH2:35][CH2:36][C:37]([NH:39][N:40]2[C:17](=[O:19])[CH2:18][CH:13]([CH2:1][CH2:2][CH2:3][CH2:4][CH2:5][CH2:6][CH2:7][CH2:8][CH2:9][CH2:10][CH2:11][CH3:12])[C:14]2=[O:16])=[O:38])[CH:25]=[C:24]([C:20]([CH3:21])([CH3:22])[CH3:23])[C:29]=1[OH:30])([CH3:32])([CH3:33])[CH3:34]. Run at temperature 120 celsius, time 10 minute. Procedure details: A mixture of 2-dodecylsuccinic anhydride (42.17 g, 147.4 mmol), 3-(3,5-di-t-butyl-4-hydroxyphenyl)propanoic acid hydrazide (43.31 g, 147.4 mmol) and 70 ml of toluene was refluxed for one hour under a nitrogen atmosphere with the azeotropic removal of water (Dean-Stark assembly). The bulk of the solvent was distilled off followed by vacuum stripping of the hot (160° C.) melt for about 10 minutes. The resulting yellow liquid was then cooled under vacuum to about 120° C. The vacuum was released and... Solvent: O (water). The reactants are C(CCCCCCCCCCC)C1C(=O)OC(C1)=O (2-dodecylsuccinic anhydride), C(C)(C)(C)C=1C=C(C=C(C1O)C(C)(C)C)CCC(=O)NN (3-(3,5-di-t-butyl-4-hydroxyphenyl)propanoic acid hydrazide), C1(=CC=CC=C1)C (toluene). Starting materials: NC1=C(C=CC=C1)C(CCC1CCN(CC1)CC1=CN=C(S1)C1=NC=CC=C1)=O (1-(2-Aminophenyl)-3-(1-((2-(pyridin-2-yl)thiazol-5-yl)methyl)piperidin-4-yl)propan-1-one), COC(C=O)OC (2,2-Dimethoxyacetaldehyde), C(C)(=O)O[BH-](OC(C)=O)OC(C)=O.[Na+] (Sodium triacetoxyborohydride). Solvent: ClCCCl (1,2-dichloroethane), O (water), C(C)(=O)OCC (ethyl acetate). Run at time 4 hour. Product: COC(CNC1=C(C=CC=C1)C(CCC1CCN(CC1)CC1=CN=C(S1)C1=NC=CC=C1)=O)OC (1-(2-(2,2-Dimethoxyethylamino)phenyl)-3-(1-((2-(pyridin-2-yl)thiazol-5-yl)methyl)piperidin-4-yl)propan-1-one). RXN SMILES: [NH2:1][C:2]1[CH:7]=[CH:6][CH:5]=[CH:4][C:3]=1[C:8](=[O:29])[CH2:9][CH2:10][CH:11]1[CH2:16][CH2:15][N:14]([CH2:17][C:18]2[S:22][C:21]([C:23]3[CH:28]=[CH:27][CH:26]=[CH:25][N:24]=3)=[N:20][CH:19]=2)[CH2:13][CH2:12]1.[CH3:30][O:31][CH:32]([O:35][CH3:36])[CH:33]=O.C(O[BH-](OC(=O)C)OC(=O)C)(=O)C.[Na+]>ClCCCl.O.C(OCC)(=O)C>[CH3:30][O:31][CH:32]([O:35][CH3:36])[CH2:33][NH:1][C:2]1[CH:7]=[CH:6][CH:5]=[CH:4][C:3]=1[C:8](=[O:29])[CH2:9][CH2:10][CH:11]1[CH2:16][CH2:15][N:14]([CH2:17][C:18]2[S:22][C:21]([C:23]3[CH:28]=[CH:27][CH:26]=[CH:25][N:24]=3)=[N:20][CH:19]=2)[CH2:13][CH2:12]1 |f:2.3|. Reported procedure: The compound prepared in Example 309 (0.613 g) was suspended in 1,2-dichloroethane (30 mL). 2,2-Dimethoxyacetaldehyde solution in water (60% by weight) (2.28 mL) and beaded molecular sieves were added and the reaction mixture stirred at room temperature for 4 hours. Sodium triacetoxyborohydride (2.62 g) was added and the reaction mixture stirred at room temperature overnight. The reaction mixture was diluted with ethyl acetate, washed with saturated aqueous sodium bicarbonate solution and brine....